This data is from the Open Reaction Database (ORD), a public repository of structured organic reaction records. The task is: describe an organic reaction: reactants, conditions, products, and yield The reactants are ClC1=C(C=CC=C1)C1=NC2=C(C=CC=C2C=C1CN)C ((2-(2-chlorophenyl)-8-methylquinolin-3-yl)methanamine), ClC1=NC(=NC=C1Cl)N (4,5-dichloro-2-aminopyrimidine). Run in C(CCCC)O (1-pentanol). Yields the product ClC=1C(=NC(=NC1)N)NCC=1C(=NC2=C(C=CC=C2C1)C)C1=C(C=CC=C1)Cl (5-chloro-N4-((2-(2-chlorophenyl)-8-methylquinolin-3-yl)methyl)pyrimidine-2,4-diamine). Reaction SMILES: [Cl:1][C:2]1[CH:7]=[CH:6][CH:5]=[CH:4][C:3]=1[C:8]1[C:17]([CH2:18][NH2:19])=[CH:16][C:15]2[C:10](=[C:11]([CH3:20])[CH:12]=[CH:13][CH:14]=2)[N:9]=1.Cl[C:22]1[C:27]([Cl:28])=[CH:26][N:25]=[C:24]([NH2:29])[N:23]=1>C(O)CCCC>[Cl:28][C:27]1[C:22]([NH:19][CH2:18][C:17]2[C:8]([C:3]3[CH:4]=[CH:5][CH:6]=[CH:7][C:2]=3[Cl:1])=[N:9][C:10]3[C:15]([CH:16]=2)=[CH:14][CH:13]=[CH:12][C:11]=3[CH3:20])=[N:23][C:24]([NH2:29])=[N:25][CH:26]=1. Procedure: A mixture of (2-(2-chlorophenyl)-8-methylquinolin-3-yl)methanamine (0.050 g, 0.18 mmol), and 4,5-dichloro-2-aminopyrimidine (0.029 g, 0.18 mmol, 1 eq) were stirred in 1-pentanol (0.9 mL) at 80° C. for 4 days. After purification, 5-chloro-N4-((2-(2-chlorophenyl)-8-methylquinolin-3-yl)methyl)pyrimidine-2,4-diamine [PI3Kδ IC50=165 nM] was obtained as a white solid. 1H NMR (400 MHz, DMSO-d6) δ ppm 8.18 (1H, s), 7.86 (1H, d, J=7.8 Hz), 7.72 (1H, s), 7.45-7.64 (7H, m), 7.28 (1H, t, J=5.9 Hz), 6.02 (2H... Product: Cl, COc1cc2c(Nc3cc(O)c(C)cc3F)ncnc2cc1OCCc1ccncc1. Starting materials: CO, Cl, COC(=O)Oc1cc(Nc2ncnc3cc(OCCc4ccncc4)c(OC)cc23)c(F)cc1C, [Na+], [OH-], O. Reaction SMILES: [CH3:40][OH:41].[ClH:39].[F:1][c:2]1[c:3]([NH:4][c:5]2[n:6][cH:7][n:8][c:9]3[cH:10][c:11]([O:17][CH2:18][CH2:19][c:20]4[cH:21][cH:22][n:23][cH:24][cH:25]4)[c:12]([O:15][CH3:16])[cH:13][c:14]23)[cH:26][c:27]([O:31][C:32]([O:33][CH3:34])=[O:35])[c:28]([CH3:30])[cH:29]1.[Na+:37].[OH-:36].[OH2:38]>>[ClH:39].[F:1][c:2]1[c:3]([NH:4][c:5]2[n:6][cH:7][n:8][c:9]3[cH:10][c:11]([O:17][CH2:18][CH2:19][c:20]4[cH:21][cH:22][n:23][cH:24][cH:25]4)[c:12]([O:15][CH3:16])[cH:13][c:14]23)[cH:26][c:27]([OH:31])[c:28]([CH3:30])[cH:29]1.